Dataset: the Open Reaction Database (ORD), a public repository of structured organic reaction records. Task: describe an organic reaction: reactants, conditions, products, and yield Reactants: FC(S(=O)(=O)OCCO[Si](C)(C)C(C)(C)C)(F)F (2-(t-Butyldimethylsilyloxy)ethyl trifluoromethanesulfonate), C(C=C)OC(=O)N1C[C@H](C[C@H]1CC1=CN2C(S1)=CN=C2)SC=2[C@@H]([C@H]1N(C2C(=O)OCC=C)C([C@@H]1[C@@H](C)O)=O)C (allyl(1R,5S,6S)-2-[(3S,5S)-1-allyloxycarbonyl-5-(imidazo[5,1-b]thiazol-2-yl)methylpyrrolidin-3-yl]thio-6-((1R)-1-hydroxyethyl)-1-methylcarbapen-2-em-3-carboxylate). Solvent: ClC(C)Cl (dichloroethane). Run at time 2 hour. Product: FC(S(=O)(=O)[O-])(F)F.C(C=C)OC(=O)N1C[C@H](C[C@H]1CC1=C[N+]=2C(S1)=CN(C2)CCO[Si](C)(C)C(C)(C)C)SC=2[C@@H]([C@H]1N(C2C(=O)OCC=C)C([C@@H]1[C@@H](C)O)=O)C (allyl(1R,5S,6S)-2-[(3S,5S)-1-allyloxycarbonyl-5-[6-(2-t-butyldimethylsilyloxyethyl)imidazo[5,1-b]thiazolium-2-yl]methylpyrrolidin-3-yl]thio-6-((1R)-1-hydroxyethyl)-1-methylcarbapen-2-em-3-carboxylate trifluoromethanesulfonate). As a reaction SMILES: [F:1][C:2]([F:18])([F:17])[S:3]([O:6][CH2:7][CH2:8][O:9][Si:10]([C:13]([CH3:16])([CH3:15])[CH3:14])([CH3:12])[CH3:11])(=[O:5])=[O:4].[CH2:19]([O:22][C:23]([N:25]1[C@H:29]([CH2:30][C:31]2[S:35][C:34]3=[CH:36][N:37]=[CH:38][N:33]3[CH:32]=2)[CH2:28][C@H:27]([S:39][C:40]2[C@H:41]([CH3:57])[C@@H:42]3[C@@H:52]([C@H:53]([OH:55])[CH3:54])[C:51](=[O:56])[N:43]3[C:44]=2[C:45]([O:47][CH2:48][CH:49]=[CH2:50])=[O:46])[CH2:26]1)=[O:24])[CH:20]=[CH2:21]>ClC(Cl)C>[F:1][C:2]([F:18])([F:17])[S:3]([O-:6])(=[O:5])=[O:4].[CH2:19]([O:22][C:23]([N:25]1[C@H:29]([CH2:30][C:31]2[S:35][C:34]3=[CH:36][N:37]([CH2:7][CH2:8][O:9][Si:10]([C:13]([CH3:14])([CH3:15])[CH3:16])([CH3:11])[CH3:12])[CH:38]=[N+:33]3[CH:32]=2)[CH2:28][C@H:27]([S:39][C:40]2[C@H:41]([CH3:57])[C@@H:42]3[C@@H:52]([C@H:53]([OH:55])[CH3:54])[C:51](=[O:56])[N:43]3[C:44]=2[C:45]([O:47][CH2:48][CH:49]=[CH2:50])=[O:46])[CH2:26]1)=[O:24])[CH:20]=[CH2:21] |f:3.4|. Reported procedure: 2-(t-Butyldimethylsilyloxy)ethyl trifluoromethanesulfonate (20.9 mg) is added to a solution of 32.3 mg of allyl(1R,5S,6S)-2-[(3S,5S)-1-allyloxycarbonyl-5-(imidazo[5,1-b]thiazol-2-yl)methylpyrrolidin-3-yl]thio-6-((1R)-1-hydroxyethyl)-1-methylcarbapen-2-em-3-carboxylate described in Example 23-a) in 0.5 ml of dry dichloroethane, and the mixture is stirred in an argon atmosphere at room temperature for 2 hr. The excess reagent is removed by evaporation under reduced pressure to give allyl(1R,5S,6S)... Reactants: C(C)(=O)[O-].[Na+] (sodium acetate), COC1=CC=C(OCC#N)C=C1 (4-methoxyphenoxyacetonitrile), Cl.NO (hydroxylamine hydrochloride). The solvent is CO (methanol). Run at time 20 hour. Product: ONC(COC1=CC=C(C=C1)OC)=N (N-hydroxy-2-(4-methoxy-phenoxy)-acetamidine). As a reaction SMILES: C([O-])(=O)C.[Na+].[CH3:6][O:7][C:8]1[CH:17]=[CH:16][C:11]([O:12][CH2:13][C:14]#[N:15])=[CH:10][CH:9]=1.Cl.[NH2:19][OH:20]>CO>[OH:20][NH:19][C:14](=[NH:15])[CH2:13][O:12][C:11]1[CH:16]=[CH:17][C:8]([O:7][CH3:6])=[CH:9][CH:10]=1 |f:0.1,3.4|. Procedure: Add sodium acetate (5.1 g, 62 mmol) to 4-methoxyphenoxyacetonitrile (5.0 g, 31 mmol) and hydroxylamine hydrochloride (4.3 g, 62 mmol) in methanol (100 mL). Stir the resulting mixture at room temperature for 20 hours. Filter the resulting mixture through Celite, concentrate, stir in chloroform for 18 hours and filter. Concentrate the resulting solution to the title compound (5.1 g). LC-MS (m/e): 197 (M+1). Reactants: CC#N, [K+], [K+], O=C([O-])[O-], Oc1cccc(C2CCCN(CC3COc4ccccc4O3)C2)c1, OCCCl. Yields the product OCCOc1cccc(C2CCCN(CC3COc4ccccc4O3)C2)c1. As a reaction SMILES: [CH3:35][C:36]#[N:37].[K+:25].[K+:26].[O-:27][C:28]([O-:29])=[O:30].[O:1]1[CH:2]([CH2:11][N:12]2[CH2:13][CH:14]([c:18]3[cH:19][c:20]([OH:24])[cH:21][cH:22][cH:23]3)[CH2:15][CH2:16][CH2:17]2)[CH2:3][O:4][c:5]2[c:6]1[cH:7][cH:8][cH:9][cH:10]2.[OH:31][CH2:32][CH2:33][Cl:34]>>[O:1]1[CH:2]([CH2:11][N:12]2[CH2:13][CH:14]([c:18]3[cH:19][c:20]([O:24][CH2:33][CH2:32][OH:31])[cH:21][cH:22][cH:23]3)[CH2:15][CH2:16][CH2:17]2)[CH2:3][O:4][c:5]2[c:6]1[cH:7][cH:8][cH:9][cH:10]2. The reactants are CS(=O)(=O)OC1=C(C=CC=C1)O (2-Hydroxyphenyl methanesulfonate), CC1=CC=C(C=C1)S(=O)(=O)OCCNC=1C(N(S(C1C1=CC=CC=C1)(=O)=O)C(C)(C)C)=O (2-[(2-tert-Butyl-1,1-dioxido-3-oxo-5-phenyl-2,3-dihydroisothiazol-4-yl)amino]ethyl 4-methylbenzenesulfonate), C([O-])([O-])=O.[K+].[K+] (potassium carbonate). Solvent: CC#N (MeCN). Run at temperature 120 celsius. The product is CS(=O)(=O)OC1=C(C=CC=C1)OCCNC=1C(N(S(C1C1=CC=CC=C1)(=O)=O)C(C)(C)C)=O (2-{2-[(2-tert-Butyl-1,1-dioxido-3-oxo-5-phenyl-2,3-dihydroisothiazol-4-yl)amino]ethoxy}phenyl methanesulfonate). Yield: 60.7%. As a reaction SMILES: CC1C=CC(S(O[CH2:12][CH2:13][NH:14][C:15]2[C:16](=[O:32])[N:17]([C:28]([CH3:31])([CH3:30])[CH3:29])[S:18](=[O:27])(=[O:26])[C:19]=2[C:20]2[CH:25]=[CH:24][CH:23]=[CH:22][CH:21]=2)(=O)=O)=CC=1.[CH3:33][S:34]([O:37][C:38]1[CH:43]=[CH:42][CH:41]=[CH:40][C:39]=1[OH:44])(=[O:36])=[O:35].C(=O)([O-])[O-].[K+].[K+]>CC#N>[CH3:33][S:34]([O:37][C:38]1[CH:43]=[CH:42][CH:41]=[CH:40][C:39]=1[O:44][CH2:12][CH2:13][NH:14][C:15]1[C:16](=[O:32])[N:17]([C:28]([CH3:31])([CH3:30])[CH3:29])[S:18](=[O:27])(=[O:26])[C:19]=1[C:20]1[CH:21]=[CH:22][CH:23]=[CH:24][CH:25]=1)(=[O:36])=[O:35] |f:2.3.4|. Procedure: 2-[(2-tert-Butyl-1,1-dioxido-3-oxo-5-phenyl-2,3-dihydroisothiazol-4-yl)amino]ethyl 4-methylbenzenesulfonate (150 mg, 0.313 mmol) was dissolved in dry MeCN (3 mL) under nitrogen atmosphere. 2-Hydroxyphenyl methanesulfonate (65 mg, 0.345 mmol) was added followed by potassium carbonate (217 mg, 1.567 mmol). The reaction mixture was heated in a microwave reactor at 120° C. for 15 mins. Potassium carbonate was filtered off and the reaction mixture was evaporated to dryness in a vacuum centrifuge. The... Reactants: FC=1C=C2C=CC=NC2=C(C1)N (6-fluoroquinolin-8-amine), FC=1C=C2C=CC=NC2=C(C1)N (6-fluoroquinolin-8-amine), [N+](=O)([O-])C1=C(C=CC=C1)S(=O)(=O)Cl (2-nitro-benzenesulfonyl chloride). Solvent: N1=CC=CC=C1 (pyridine). Product: FC=1C=C2C=CC=NC2=C(C1)NS(=O)(=O)C1=C(C=CC=C1)[N+](=O)[O-] (N-(6-Fluoro-quinolin-8-yl)-2-nitro-benzenesulfonamide). Isolated yield 76.0%. Reaction SMILES: [F:1][C:2]1[CH:3]=[C:4]2[C:9](=[C:10]([NH2:12])[CH:11]=1)[N:8]=[CH:7][CH:6]=[CH:5]2.[N+:13]([C:16]1[CH:21]=[CH:20][CH:19]=[CH:18][C:17]=1[S:22](Cl)(=[O:24])=[O:23])([O-:15])=[O:14]>N1C=CC=CC=1>[F:1][C:2]1[CH:3]=[C:4]2[C:9](=[C:10]([NH:12][S:22]([C:17]3[CH:18]=[CH:19][CH:20]=[CH:21][C:16]=3[N+:13]([O-:15])=[O:14])(=[O:23])=[O:24])[CH:11]=1)[N:8]=[CH:7][CH:6]=[CH:5]2. Reported procedure: In a similar fashion using route 14 general procedure 26, 6-fluoroquinolin-8-ylamine (Intermediate 48) (320 mg, 1.97 mmol), 2-nitro-benzenesulfonyl chloride (523 mg, 2.37 mmol), pyridine (2 ml) for 16 h gave the title compound (520 mg, 76%) which was used in the next step without further purification. Starting materials: CC(C)(C)OC(=O)N1CCc2ccc(Cl)c(CCl)c2CC1, CCC(C)(C)c1ccc(S)cc1, [H-], [I-], [Na+], [Na+], CN(C)C=O. Yields the product CCC(C)(C)c1ccc(SCc2c(Cl)ccc3c2CCN(C(=O)OC(C)(C)C)CC3)cc1. Reaction SMILES: [C:15]([CH3:16])([CH3:17])([CH3:18])[O:19][C:20](=[O:21])[N:22]1[CH2:23][CH2:24][c:25]2[c:26]([c:29]([CH2:34][Cl:35])[c:30]([Cl:33])[cH:31][cH:32]2)[CH2:27][CH2:28]1.[CH3:1][C:2]([CH2:3][CH3:4])([CH3:5])[c:6]1[cH:7][cH:8][c:9]([SH:12])[cH:10][cH:11]1.[H-:13].[I-:37].[Na+:14].[Na+:36].[O:38]=[CH:39][N:40]([CH3:41])[CH3:42]>>[CH3:1][C:2]([CH2:3][CH3:4])([CH3:5])[c:6]1[cH:7][cH:8][c:9]([S:12][CH2:34][c:29]2[c:26]3[c:25]([cH:32][cH:31][c:30]2[Cl:33])[CH2:24][CH2:23][N:22]([C:20]([O:19][C:15]([CH3:16])([CH3:17])[CH3:18])=[O:21])[CH2:28][CH2:27]3)[cH:10][cH:11]1.